The task is: describe an organic reaction: reactants, conditions, products, and yield. This data is from the Open Reaction Database (ORD), a public repository of structured organic reaction records. Reactants: O=C([O-])[O-], C=CCBr, CCC(C)=O, [I-], [K+], [K+], [K+], Cc1cc(O)ccc1C=O. Yields the product C=CCOc1ccc(C=O)c(C)c1. Reaction SMILES: [C:1](=[O:2])([O-:3])[O-:4].[CH2:19]([CH:20]=[CH2:21])[Br:22].[CH3:23][C:24](=[O:25])[CH2:26][CH3:27].[I-:8].[K+:5].[K+:6].[K+:7].[OH:9][c:10]1[cH:11][c:12]([CH3:18])[c:13]([CH:14]=[O:15])[cH:16][cH:17]1>>[O:9]([c:10]1[cH:11][c:12]([CH3:18])[c:13]([CH:14]=[O:15])[cH:16][cH:17]1)[CH2:21][CH:20]=[CH2:19]. Reactants: COC(CCC1=C(C(=O)OC)C=CC=C1)=O (methyl 2-(3-methoxy-3-oxopropyl)benzoate), [OH-].[Na+] (NaOH), [H-].[H-].[H-].[H-].[Li+].[Al+3] (LAH), [Al+3].[Cl-].[Cl-].[Cl-] (AlCl3). Solvent: CCOCC (Et2O), CCOCC (Et2O). Run at time 30 minute. Yields the product OCC1=C(C=CC=C1)CCCO (3-(2-(hydroxymethyl)phenyl)propan-1-ol). The yield is 97.6%. As a reaction SMILES: [H-].[H-].[H-].[H-].[Li+].[Al+3].[Al+3].[Cl-].[Cl-].[Cl-].C[O:12][C:13](=O)[CH2:14][CH2:15][C:16]1[CH:25]=[CH:24][CH:23]=[CH:22][C:17]=1[C:18](OC)=[O:19].[OH-].[Na+]>CCOCC>[OH:19][CH2:18][C:17]1[CH:22]=[CH:23][CH:24]=[CH:25][C:16]=1[CH2:15][CH2:14][CH2:13][OH:12] |f:0.1.2.3.4.5,6.7.8.9,11.12|. Procedure details: To a stirred solution of LAH (1.89 g, 49.77 mmol) in Et2O (40 mL) under N2 was cooled to 0° C. and was added AlCl3 (1.6 g, 11.8 mmol). The mixture was allowed to warm to room temperature and stirred for 30 minutes. A mixture of methyl 2-(3-methoxy-3-oxopropyl)benzoate (2 g, 9 mmol) in Et2O was added dropwise. The mixture was stirred overnight. Aqueous NaOH (1 N, 12 mL) was added at 0° C. The mixture was filtered and the cake was washed with EtOAc 3 times. The filtrate was dried and concentrated ... Starting materials: CCN(C(C)C)C(C)C (DIEA), O (water), FC(S(=O)(=O)OC1=CC=C(C=C1)[C@@H]1CC[C@H](CC1)OCC(=O)OC(C)(C)C)(F)F (tert-butyl trans-[4-(4-trifluoromethanesulfonyloxyphenyl)cyclohexyloxy]-acetate), O1CCOCC1 (dioxane). Reagents/catalysts: CN(C)C=1C=CN=CC1 (DMAP), C(=O)=[Mo](=C=O)(=C=O)(=C=O)(=C=O)=C=O (hexacarbonylmolybdenum), C(C)(=O)[O-].C(C)(=O)[O-].[Pd+2] (palladium diacetate), C1=CC=C(C=C1)P([C-]2C=CC=C2)C3=CC=CC=C3.C1=CC=C(C=C1)P([C-]2C=CC=C2)C3=CC=CC=C3.[Fe+2] (DPPF). Run in ClCCl (dichloromethane). Conditions: temperature 120 celsius. Product: C(C)(C)(C)OC(=O)CO[C@@H]1CC[C@H](CC1)C1=CC=C(C(=O)O)C=C1 (trans-4-(4-tert-butoxycarbonylmethoxycyclohexyl)benzoic acid). Reaction SMILES: FC(F)(F)S(O[C:7]1[CH:12]=[CH:11][C:10]([C@H:13]2[CH2:18][CH2:17][C@H:16]([O:19][CH2:20][C:21]([O:23][C:24]([CH3:27])([CH3:26])[CH3:25])=[O:22])[CH2:15][CH2:14]2)=[CH:9][CH:8]=1)(=O)=O.CCN(C(C)C)C(C)C.[OH2:39].[O:40]1[CH2:45]COCC1>CN(C1C=CN=CC=1)C.ClCCl.C(=[Mo](=C=O)(=C=O)(=C=O)(=C=O)=C=O)=O.C([O-])(=O)C.C([O-])(=O)C.[Pd+2].C1C=CC(P(C2C=CC=CC=2)[C-]2C=CC=C2)=CC=1.C1C=CC(P(C2C=CC=CC=2)[C-]2C=CC=C2)=CC=1.[Fe+2]>[C:24]([O:23][C:21]([CH2:20][O:19][C@H:16]1[CH2:17][CH2:18][C@H:13]([C:10]2[CH:11]=[CH:12][C:7]([C:45]([OH:40])=[O:39])=[CH:8][CH:9]=2)[CH2:14][CH2:15]1)=[O:22])([CH3:27])([CH3:26])[CH3:25] |f:7.8.9,10.11.12|. Procedure details: 250 mg of tert-butyl trans-[4-(4-trifluoromethanesulfonyloxyphenyl)cyclohexyloxy]-acetate are placed in 1.5 mL of dioxane in a microwave tube. 83 mg of hexacarbonylmolybdenum (0.32 mmol, 0.5 eq.), 14 mg of palladium diacetate (0.06 mmol, 0.1 eq.), 35 mg of DPPF (0.06 mmol, 0.1 eq.), 154 mg of DMAP (1.26 mmol, 2 eq.), 0.25 mL of DIEA (1.45 mmol, 2.3 eq.) and 0.23 mL of water are successively added. The tube is sealed and heated by microwave at 120° C. for 30 minutes. The reaction medium is dilute... The reactants are ( g ), C(C)(C)(C)OC(=O)N1C[C@H]([C@@H]([C@H](C1)OCC1=CC2=CC=CC=C2C(=C1)OC)C1=CC=C(C=C1)OCCCOC1=C(C=CC=C1)[N+](=O)[O-])OC[C@@H]1OC(OC1)(C)C ((3S,4R,5R)-3-[(4S)-2,2-dimethyl-[1,3]dioxolan-4-ylmethoxy]-5-(4-methoxy-naphthalen-2-ylmethoxy)-4-[4-[3-(2-nitro-phenoxy)-propoxy]-phenyl]-piperidine-1-carboxylic acid tert-butyl ester), Cl (HCl). Solvent: CO (methanol). Product: COC1=CC(=CC2=CC=CC=C12)CO[C@@H]1[C@H]([C@@H](CNC1)OC[C@@H](CO)O)C1=CC=C(C=C1)OCCCOC1=C(C=CC=C1)[N+](=O)[O-] ((R)-3-[(3S,4R,5R)-5-(4-methoxy-naphthalen-2-ylmethoxy)-4-[4-[3-(2-nitro-phenoxy)-propoxy]-phenyl]-piperidin-3-yloxy]-propane-1,2-diol). Reaction SMILES: C(OC([N:8]1[CH2:13][C@H:12]([O:14][CH2:15][C:16]2[CH:25]=[C:24]([O:26][CH3:27])[C:23]3[C:18](=[CH:19][CH:20]=[CH:21][CH:22]=3)[CH:17]=2)[C@@H:11]([C:28]2[CH:33]=[CH:32][C:31]([O:34][CH2:35][CH2:36][CH2:37][O:38][C:39]3[CH:44]=[CH:43][CH:42]=[CH:41][C:40]=3[N+:45]([O-:47])=[O:46])=[CH:30][CH:29]=2)[C@H:10]([O:48][CH2:49][C@H:50]2[CH2:54][O:53]C(C)(C)[O:51]2)[CH2:9]1)=O)(C)(C)C.Cl>CO>[CH3:27][O:26][C:24]1[C:23]2[C:18](=[CH:19][CH:20]=[CH:21][CH:22]=2)[CH:17]=[C:16]([CH2:15][O:14][C@H:12]2[CH2:13][NH:8][CH2:9][C@@H:10]([O:48][CH2:49][C@H:50]([OH:51])[CH2:54][OH:53])[C@@H:11]2[C:28]2[CH:33]=[CH:32][C:31]([O:34][CH2:35][CH2:36][CH2:37][O:38][C:39]3[CH:44]=[CH:43][CH:42]=[CH:41][C:40]=3[N+:45]([O-:47])=[O:46])=[CH:30][CH:29]=2)[CH:25]=1. Procedure: In analogy to the procedure described in example 1) (g) the (3S,4R,5R)-3-[(4S)-2,2-dimethyl-[1,3]dioxolan-4-ylmethoxy]-5-(4-methoxy-naphthalen-2-ylmethoxy)-4-[4-[3-(2-nitro-phenoxy)-propoxy]-phenyl]-piperidine-1-carboxylic acid tert-butyl ester was deprotected with HCl in methanol to yield the (R)-3-[(3S,4R,5R)-5-(4-methoxy-naphthalen-2-ylmethoxy)-4-[4-[3-(2-nitro-phenoxy)-propoxy]-phenyl]-piperidin-3-yloxy]-propane-1,2-diol as light yellow solid; MS: 633 (M+H)+. The reactants are FC1=C(C=CC(=C1)F)[C@@]1(O[C@H]1C)CN1N=CN=C1 ((2R,3S)-2-(2,4-difluorophenyl)-3-methyl-2-[(1H-1,2,4-triazol-1-yl)methyl]oxirane), C(C)(=O)S[C@@H]1CC[C@H](CC1)\C=C\C=C\C1=CC=C(C=C1)C(F)(F)F (trans-1-(acetylthio)-4-[(1E,3E)-4-[4-(trifluoromethyl)phenyl]-1,3-butadien-1-yl]cyclohexane). The product is FC1=C(C=CC(=C1)F)[C@@](CN1N=CN=C1)([C@@H](C)S[C@@H]1CC[C@H](CC1)\C=C\C=C\C1=CC=C(C=C1)C(F)(F)F)O ((2R,3R)-2-(2,4-Difluorophenyl)-1-(1H-1,2,4-triazol-1-yl)-3-[[trans-4-[(1E,3E)-4-[4-(trifluoromethyl)phenyl]-1,3-butadien-1-yl]cyclohexyl]thio]-2-butanol). Isolated yield 59.0%. As a reaction SMILES: [F:1][C:2]1[CH:7]=[C:6]([F:8])[CH:5]=[CH:4][C:3]=1[C@@:9]1([CH2:13][N:14]2[CH:18]=[N:17][CH:16]=[N:15]2)[C@H:11]([CH3:12])[O:10]1.C([S:22][C@H:23]1[CH2:28][CH2:27][C@H:26](/[CH:29]=[CH:30]/[CH:31]=[CH:32]/[C:33]2[CH:38]=[CH:37][C:36]([C:39]([F:42])([F:41])[F:40])=[CH:35][CH:34]=2)[CH2:25][CH2:24]1)(=O)C>>[F:1][C:2]1[CH:7]=[C:6]([F:8])[CH:5]=[CH:4][C:3]=1[C@:9]([OH:10])([C@H:11]([S:22][C@H:23]1[CH2:28][CH2:27][C@H:26](/[CH:29]=[CH:30]/[CH:31]=[CH:32]/[C:33]2[CH:34]=[CH:35][C:36]([C:39]([F:40])([F:41])[F:42])=[CH:37][CH:38]=2)[CH2:25][CH2:24]1)[CH3:12])[CH2:13][N:14]1[CH:18]=[N:17][CH:16]=[N:15]1. Procedure details: Reaction was carried out in the same manner as in Example 1 using (2R,3S)-2-(2,4-difluorophenyl)-3-methyl-2-[(1H-1,2,4-triazol-1-yl)methyl]oxirane and trans-1-(acetylthio)-4-[(1E,3E)-4-[4-(trifluoromethyl)phenyl]-1,3-butadien-1-yl]cyclohexane as described in Reference example 43 to obtain the title compound having a melting point of 74 to 76° C. in a yield of 59%. Procedure: To 5 ml. of 1.0M lithium trimethoxyaluminohydride in tetrahydrofuran, under nitrogen, there is added 1.25 ml. of tri-sec-butylborane. After 30 minutes, the flask, which now contains a solution of lithium tri-sec-butylborohydride, is cooled to -78° C. and 1.25 ml. of a 2.0M solution of 4-tert-butylcyclohexanone is introduced. The reaction mixture is stirred for 3 hours before it is hydrolyzed at 25° C. and then oxidized to give 96.5% of cis-4-tert-butylcyclohexanol and 3.5% of the trans-compound. Yield: 96.5%. Yields the product C(C)(C)(C)[C@H]1CC[C@H](CC1)O (cis-4-tert-butylcyclohexanol). The solvent is O1CCCC1 (tetrahydrofuran). The reactants are CO[AlH-](OC)OC.[Li+] (lithium trimethoxyaluminohydride), C(C)(CC)B(C(C)CC)C(C)CC (tri-sec-butylborane), C(C)(CC)[BH-](C(C)CC)C(C)CC.[Li+] (lithium tri-sec-butylborohydride), solution, C(C)(C)(C)C1CCC(CC1)=O (4-tert-butylcyclohexanone). Conditions: temperature -78 celsius, time 30 minute. RXN SMILES: CO[AlH-](OC)OC.[Li+].C(B(C(CC)C)C(CC)C)(CC)C.C([BH-](C(CC)C)C(CC)C)(CC)C.[Li+].[C:36]([CH:40]1[CH2:45][CH2:44][C:43](=[O:46])[CH2:42][CH2:41]1)([CH3:39])([CH3:38])[CH3:37]>O1CCCC1>[C:36]([C@@H:40]1[CH2:41][CH2:42][C@H:43]([OH:46])[CH2:44][CH2:45]1)([CH3:39])([CH3:37])[CH3:38] |f:0.1,3.4|. Reactants: ClC1=NS(C2=C(N1)C=C(S2)Cl)(=O)=O (3,6dichloro-4H-thieno[3,2-e]-1,2,4-thiadiazine 1,1-dioxide), N[C@@H](C)CO (L-alaninol). Run in O (water). The product is ClC1=CC=2NC(=NS(C2S1)(=O)=O)N[C@H](CO)C ((S)-6-Chloro-3-(2-hydroxy-1-methylethyl)amino4H-thieno[3,2-e]-1,2,4-thiadiazine 1,1-dioxide). RXN SMILES: Cl[C:2]1[NH:7][C:6]2[CH:8]=[C:9]([Cl:11])[S:10][C:5]=2[S:4](=[O:13])(=[O:12])[N:3]=1.[NH2:14][C@H:15]([CH2:17][OH:18])[CH3:16]>O>[Cl:11][C:9]1[S:10][C:5]2[S:4](=[O:13])(=[O:12])[N:3]=[C:2]([NH:14][C@@H:15]([CH3:16])[CH2:17][OH:18])[NH:7][C:6]=2[CH:8]=1. Procedure: The title compound was prepared from 3,6dichloro-4H-thieno[3,2-e]-1,2,4-thiadiazine 1,1-dioxide and L-alaninol by a procedure analogous to the procedure described in example 1Bb; mp 204°-206° C. (water), 1H-NMR (DMSO-d6): δ 1.11 (d, 3H), 3.4 (d, 2H), 3.78 (m, 1H), 4.95 (br. s, 1H), 7.05 (br. s, 1H), 7.09 (s, 1H), 10.8 (br. s, 1H). Starting materials: FC(C1=NC=2N(N=C1)C(=CN2)C2=CC(=NC=C2)C2=C(C#N)C=CC=C2)(F)F (2-[4-(3-Trifluoromethylimidazo[1,2-b][1,2,4]triazin-7-yl)pyridin-2-yl]-benzonitril), N1=CC=C(C=C1)B(O)O (pyridine-4-boronic acid), C([O-])([O-])=O.[Na+].[Na+] (sodium carbonate), solution. Reagents/catalysts: C=1C=CC(=CC1)[P](C=2C=CC=CC2)(C=3C=CC=CC3)[Pd]([P](C=4C=CC=CC4)(C=5C=CC=CC5)C=6C=CC=CC6)([P](C=7C=CC=CC7)(C=8C=CC=CC8)C=9C=CC=CC9)[P](C=1C=CC=CC1)(C=1C=CC=CC1)C=1C=CC=CC1 (Tetrakis(triphenylphosphine)palladium(0)). The solvent is O1CCOCC1 (1,4-dioxane). Run at temperature 90 celsius. Product: FC(C1=NC=2N(N=C1)C(=CN2)C2=CC(=NC=C2)C2=CC=NC=C2)(F)F (4-(3-Trifluoromethylimidazo[1,2-b][1,2,4]triazin-7-yl)-[2,4′]bipyridinyl). Yield: 24.8%. Reaction SMILES: [F:1][C:2]([F:27])([F:26])[C:3]1[CH:8]=[N:7][N:6]2[C:9]([C:12]3[CH:17]=[CH:16][N:15]=[C:14]([C:18]4[CH:25]=[CH:24]C=C[C:19]=4[C:20]#[N:21])[CH:13]=3)=[CH:10][N:11]=[C:5]2[N:4]=1.N1C=CC(B(O)O)=CC=1.C(=O)([O-])[O-].[Na+].[Na+]>O1CCOCC1.C1C=CC([P]([Pd]([P](C2C=CC=CC=2)(C2C=CC=CC=2)C2C=CC=CC=2)([P](C2C=CC=CC=2)(C2C=CC=CC=2)C2C=CC=CC=2)[P](C2C=CC=CC=2)(C2C=CC=CC=2)C2C=CC=CC=2)(C2C=CC=CC=2)C2C=CC=CC=2)=CC=1>[F:1][C:2]([F:26])([F:27])[C:3]1[CH:8]=[N:7][N:6]2[C:9]([C:12]3[CH:17]=[CH:16][N:15]=[C:14]([C:18]4[CH:25]=[CH:24][N:21]=[CH:20][CH:19]=4)[CH:13]=3)=[CH:10][N:11]=[C:5]2[N:4]=1 |f:2.3.4,^1:52,54,73,92|. Procedure: A mixture of 7-(2-chloropyridin-4-yl)-3-trifluoromethylimidazo[1,2-b][1,2,4]triazine (0.10 g, 0.33 mmol) (prepared as described in Example 1), pyridine-4-boronic acid (50 mg, 0.40 mmol) and sodium carbonate (600 μl of a 2 M solution) in 1,4-dioxane (3 ml) was degassed by bubbling nitrogen through for 20 min. Tetrakis(triphenylphosphine)palladium(0) (50 mg, 0.04 mmol) was added and the mixture heated at 90° C. for 4 h. Solvent was removed in vacuo from the mixture and the residue partitioned betw... The reactants are [N+](=O)(O)[O-].[N+](=O)(O)[O-].C(C(O)C(O)C(=O)O)(=O)O (Tartaric acid dinitrate), C(=O)=O.CC(=O)C (dry ice acetone), [OH-].[NH4+] (ammonium hydroxide), C1(=CC=CC=C1)CC=O (phenylacetaldehyde), [OH-].[NH4+] (ammonium hydroxide), [OH-].[NH4+] (ammonium hydroxide), congo red, C1(=CC=CC=C1)CC=O (phenylacetaldehyde), ice water. Yields the product C(C1=CC=CC=C1)C=1NC(=C(N1)C(=O)O)C(=O)O (2-benzyl-4,5-imidazoledicarboxylic acid). RXN SMILES: [N+]([O-])(O)=O.[N+:5]([O-])(O)=O.[C:9]([OH:18])(=O)[CH:10]([CH:12]([C:14]([OH:16])=[O:15])O)O.[C:19]1([CH2:25][CH:26]=O)[CH:24]=[CH:23][CH:22]=[CH:21][CH:20]=1.C(=O)=O.CC(C)=O.[OH-:35].[NH4+:36]>>[CH2:25]([C:26]1[NH:36][C:12]([C:14]([OH:16])=[O:15])=[C:10]([C:9]([OH:18])=[O:35])[N:5]=1)[C:19]1[CH:24]=[CH:23][CH:22]=[CH:21][CH:20]=1 |f:0.1.2,4.5,6.7|. Reported procedure: Tartaric acid dinitrate (0.67 mol) was neutralized to congo red test paper with concentrated ammonium hydroxide (500 mL). Additional concentrated ammonium hydroxide (50 mL) was added followed by a phenylacetaldehyde solution [previously prepared by the careful addition of phenylacetaldehyde (3.5 mol) to concentrated ammonium hydroxide (250 mL) with ice bath cooling]. The dry ice-acetone bath was replaced with ice-water and the reaction mixture was allowed to warm to room temperature over 16 hour... Reactants: C1=CC=C(C=C1)NC2=CC=C(C=C2)N=NC3=CC=CC=C3 (4-phenylazodiphenylamine), C(CCC)[Li] (Butyllithium), OCCC1OC(OC1)(C)C (4-(2-hydroxyethyl)-2,2-dimethyl-1,3-dioxolane), CN(P(=O)(Cl)Cl)CCBr (N-methyl-N-(2-bromoethyl) phosphoramidic dichloride). Run in C1CCOC1 (THF), C1CCOC1 (THF). Reaction conditions: temperature -78 celsius, time 3 hour. Product: CC1(OCC(O1)CCP(=O)(N(CCBr)C)Cl)C ([2-(2,2-dimethyl-1,3-dioxolan-4-yl)ethyl]-N-methyl-N-(2-bromoethyl)phosphoramidoyl chloride), oil. Isolated yield 67.0%. Reaction SMILES: C([Li])CCC.O[CH2:7][CH2:8][CH:9]1[CH2:13][O:12][C:11]([CH3:15])([CH3:14])[O:10]1.C1C=CC(NC2C=CC(N=NC3C=CC=CC=3)=CC=2)=CC=1.[CH3:37][N:38]([CH2:43][CH2:44][Br:45])[P:39](Cl)([Cl:41])=[O:40]>C1COCC1>[CH3:14][C:11]1([CH3:15])[O:10][CH:9]([CH2:8][CH2:7][P:39]([Cl:41])([N:38]([CH3:37])[CH2:43][CH2:44][Br:45])=[O:40])[CH2:13][O:12]1. Procedure: Butyllithium (10.8 ml, 21.60 mmol, 2.0M) was added dropwise at 0° C. to a stirred solution of 4-(2-hydroxyethyl)-2,2-dimethyl-1,3-dioxolane (2.87 g, 19.60 mmol) and a crystal of 4-phenylazodiphenylamine indicator in THF (7 ml) under N2. The resulting solution was added dropwise at -78° C. to a stirred solution of N-methyl-N-(2-bromoethyl) phosphoramidic dichloride (5.00 g, 19.60 mmol) in THF (10 ml) under N2. The mixture was allowed to stir under N2 at -78° C. for 3 hr, at which time the purple ...